Dataset: the Open Reaction Database (ORD), a public repository of structured organic reaction records. Task: describe an organic reaction: reactants, conditions, products, and yield Reactants: CC1(C)COP(=O)(Cl)OC1c1ccc2ccccc2c1, Cl, [Na+], [OH-], O. Product: CC1(C)COP(=O)(O)OC1c1ccc2ccccc2c1. Reaction SMILES: [Cl:3][P:4]1(=[O:22])[O:5][CH2:6][C:7]([CH3:20])([CH3:21])[CH:8]([c:10]2[cH:11][c:12]3[cH:13][cH:14][cH:15][cH:16][c:17]3[cH:18][cH:19]2)[O:9]1.[ClH:23].[Na+:2].[OH-:1].[OH2:24]>>[OH:1][P:4]1(=[O:22])[O:5][CH2:6][C:7]([CH3:20])([CH3:21])[CH:8]([c:10]2[cH:11][c:12]3[cH:13][cH:14][cH:15][cH:16][c:17]3[cH:18][cH:19]2)[O:9]1.